From a dataset of the Open Reaction Database (ORD), a public repository of structured organic reaction records. describe an organic reaction: reactants, conditions, products, and yield RXN SMILES: [N:1]1[CH:2]=[C:3]([C:10]2[CH:15]=[CH:14][C:13]([C:16]3[N:21]=[N:20][C:19]([N:22]([CH3:33])[CH:23]4[CH2:28][C:27]([CH3:30])([CH3:29])[NH:26][C:25]([CH3:32])([CH3:31])[CH2:24]4)=[CH:18][CH:17]=3)=[C:12]([O:34]C)[CH:11]=2)[N:4]2[CH:9]=[CH:8][N:7]=[CH:6][C:5]=12.B(Br)(Br)Br.Cl>C(Cl)Cl>[CH3:33][N:22]([CH:23]1[CH2:28][C:27]([CH3:30])([CH3:29])[NH:26][C:25]([CH3:32])([CH3:31])[CH2:24]1)[C:19]1[N:20]=[N:21][C:16]([C:13]2[CH:14]=[CH:15][C:10]([C:3]3[N:4]4[CH2:9][CH2:8][NH:7][CH2:6][C:5]4=[N:1][CH:2]=3)=[CH:11][C:12]=2[OH:34])=[CH:17][CH:18]=1. Reaction conditions: time 8 hour. Yield: 8.7%. Procedure: To a solution of 6-(4-(imidazo[1,2-a]pyrazin-3-yl)-2-methoxyphenyl)-N-methyl-N-(2,2,6,6-tetramethylpiperidin-4-yl)pyridazin-3-amine (Example 42-3, 50 mg, 0.1 mmol) in DCM (2 mL) was added 1 M solution of BBr3 in DCM (0.52 mL) dropwise at 78° C. The crude reaction mixture was warmed to RT and stirred overnight. The reaction was quenched with NaHCO3 aq solution at 0° C. and extracted with DCM. The organic layer was dried over Na2SO4, filtered and concentrated to give the crude product. The crude p... Yields the product CN(C1=CC=C(N=N1)C1=C(C=C(C=C1)C1=CN=C2N1CCNC2)O)C2CC(NC(C2)(C)C)(C)C (2-(6-(methyl(2,2,6,6-tetramethylpiperidin-4-yl)amino)pyridazin-3-yl)-5-(5,6,7,8-tetrahydroimidazo[1,2-a]pyrazin-3-yl)phenol). Reactants: crude product, Cl (HCl), N=1C=C(N2C1C=NC=C2)C2=CC(=C(C=C2)C2=CC=C(N=N2)N(C2CC(NC(C2)(C)C)(C)C)C)OC (6-(4-(imidazo[1,2-a]pyrazin-3-yl)-2-methoxyphenyl)-N-methyl-N-(2,2,6,6-tetramethylpiperidin-4-yl)pyridazin-3-amine), solution, B(Br)(Br)Br (BBr3). The solvent is C(Cl)Cl (DCM), C(Cl)Cl (DCM). As a reaction SMILES: [CH3:1][S:2]([N:5]1[CH2:10][CH2:9][CH:8]([N:11]2[CH2:14][CH2:13][CH:12]2[C:15]([O:17]C)=[O:16])[CH2:7][CH2:6]1)(=[O:4])=[O:3].O.[OH-].[Li+:21]>>[CH3:1][S:2]([N:5]1[CH2:6][CH2:7][CH:8]([N:11]2[CH2:14][CH2:13][CH:12]2[C:15]([O-:17])=[O:16])[CH2:9][CH2:10]1)(=[O:3])=[O:4].[Li+:21] |f:1.2.3,4.5|. Procedure: The reaction of methyl 1-(1-(methylsulfonyl)piperidin-4-yl)azetidine-2-carboxylate 19L and lithium hydroxide monohydrate yielded lithium 1-(1-(methylsulfonyl)piperidin-4-yl)azetidine-2-carboxylate as light brown solid (quant.). MS ISP (m/e): 263.1 (100) [(M+H)]+. Product: CS(=O)(=O)N1CCC(CC1)N1C(CC1)C(=O)[O-].[Li+] (lithium 1-(1-(methylsulfonyl)piperidin-4-yl)azetidine-2-carboxylate). The reactants are CS(=O)(=O)N1CCC(CC1)N1C(CC1)C(=O)OC (methyl 1-(1-(methylsulfonyl)piperidin-4-yl)azetidine-2-carboxylate), O.[OH-].[Li+] (lithium hydroxide monohydrate). Reactants: C(C)(=O)C1=C(C=2N(C=C1)C(=C(N2)C)C)N (7-acetyl-8-amino-2,3-dimethylimidazo[1,2-a]pyridine), S1C=C(C=C1)C=O (thiophene-3-carboxaldehyde), [OH-].[Na+] (sodium hydroxide). Solvent: C(C)O (ethanol). Reaction conditions: time 3 day. Product: NC=1C=2N(C=CC1C(C=CC1=CSC=C1)=O)C(=C(N2)C)C (8-Amino-2,3-dimethyl-7-[3-(3-thienyl)-1-oxo-2-propenyl]imidazo[1,2-a]pyridine). Reaction SMILES: [C:1]([C:4]1[CH:9]=[CH:8][N:7]2[C:10]([CH3:14])=[C:11]([CH3:13])[N:12]=[C:6]2[C:5]=1[NH2:15])(=[O:3])[CH3:2].[S:16]1[CH:20]=[CH:19][C:18]([CH:21]=O)=[CH:17]1.[OH-].[Na+]>C(O)C>[NH2:15][C:5]1[C:6]2[N:7]([C:10]([CH3:14])=[C:11]([CH3:13])[N:12]=2)[CH:8]=[CH:9][C:4]=1[C:1](=[O:3])[CH:2]=[CH:21][C:18]1[CH:19]=[CH:20][S:16][CH:17]=1 |f:2.3|. Procedure: A mixture of 5 g of 7-acetyl-8-amino-2,3-dimethylimidazo[1,2-a]pyridine, 2.9 g of thiophene-3-carboxaldehyde, 1.6 g of sodium hydroxide and 100 ml of ethanol is stirred at room temperature for 3 days. It is then concentrated in vacuo to half the volume, poured onto 100 ml of saturated aqueous ammonium chloride solution and extracted three times with 100 ml of methylene chloride each time. The combined organic phases are washed with a little water, the solvent is stripped off in vacuo and the res... Reactants: BrC1=C(C=C2C(CN(C2=C1)[Si](C(C)C)(C(C)C)C(C)C)(C)C)F (6-bromo-5-fluoro-3,3-dimethyl-1-triisopropylsilanyl-2,3-dihydro-1H-indole), COC1=CC=C(C=C1)S(=O)(=O)F (4-methoxy-benzenesulfonyl fluoride). The product is FC=1C=C2C(CN(C2=CC1S(=O)(=O)C1=CC=C(C=C1)OC)[Si](C(C)C)(C(C)C)C(C)C)(C)C (5-Fluoro-6-(4-methoxy-benzenesulfonyl)-3,3-dimethyl-1-triisopropylsilanyl-2,3-dihydro-1H-indole). Isolated yield 54.9%. RXN SMILES: Br[C:2]1[CH:10]=[C:9]2[C:5]([C:6]([CH3:22])([CH3:21])[CH2:7][N:8]2[Si:11]([CH:18]([CH3:20])[CH3:19])([CH:15]([CH3:17])[CH3:16])[CH:12]([CH3:14])[CH3:13])=[CH:4][C:3]=1[F:23].[CH3:24][O:25][C:26]1[CH:31]=[CH:30][C:29]([S:32](F)(=[O:34])=[O:33])=[CH:28][CH:27]=1>>[F:23][C:3]1[CH:4]=[C:5]2[C:9](=[CH:10][C:2]=1[S:32]([C:29]1[CH:28]=[CH:27][C:26]([O:25][CH3:24])=[CH:31][CH:30]=1)(=[O:34])=[O:33])[N:8]([Si:11]([CH:18]([CH3:20])[CH3:19])([CH:15]([CH3:17])[CH3:16])[CH:12]([CH3:14])[CH3:13])[CH2:7][C:6]2([CH3:22])[CH3:21]. Procedure details: The title compound was prepared starting from 6-bromo-5-fluoro-3,3-dimethyl-1-triisopropylsilanyl-2,3-dihydro-1H-indole (400 mg, 1.0 mmol) and 4-methoxy-benzenesulfonyl fluoride (190 mg, 1.0 mmol) following similar methods to those Preparation 77 to give the title compound (270 mg) as a yellow oil. 1H NMR (CDCl3): 7.92 (2H, dd), 7.20 (1H, d), 7.01-6.94 (2H, m), 6.67 (1H, d), 3.87 (3H, s), 3.49 (2H, s), 1.56-1.43 (3H, m), 1.25-1.21 (6H, m), 1.17 (18H, d). Reactants: solid, BrC1=CC(=CC=2C=C3N(C12)CCNC3=O)C#N (6-bromo-1-oxo-1,2,3,4-tetrahydro-pyrazino[1,2-a]indole-8-carbonitrile), BrC1=CC(=CC=2C=C3N(C12)CCNC3=O)C#N (6-bromo-1-oxo-1,2,3,4-tetrahydro-pyrazino[1,2-a]indole-8-carbonitrile), FC(C=1C=C(C=CC1)B(O)O)(F)F (3-trifluoromethyl-phenylboronic acid). Product: O=C1NCCN2C1=CC=1C=C(C=C(C21)C2=CC(=CC=C2)C(F)(F)F)C#N (1-Oxo-6-[3-(trifluoromethyl)phenyl]-3,4-dihydro-2H-pyrazino[1,2-a]indole-8-carbonitrile). Reaction SMILES: Br[C:2]1[C:10]2[N:9]3[CH2:11][CH2:12][NH:13][C:14](=[O:15])[C:8]3=[CH:7][C:6]=2[CH:5]=[C:4]([C:16]#[N:17])[CH:3]=1.[F:18][C:19]([F:30])([F:29])[C:20]1[CH:21]=[C:22](B(O)O)[CH:23]=[CH:24][CH:25]=1>>[O:15]=[C:14]1[C:8]2=[CH:7][C:6]3[CH:5]=[C:4]([C:16]#[N:17])[CH:3]=[C:2]([C:24]4[CH:23]=[CH:22][CH:21]=[C:20]([C:19]([F:30])([F:29])[F:18])[CH:25]=4)[C:10]=3[N:9]2[CH2:11][CH2:12][NH:13]1. Reported procedure: The title compound, off-white solid (78 mg, 88%), MS (ISP) m/z=356.5 [(M+H)+], mp 279.5° C., was prepared in accordance with the general method of example 1 from 6-bromo-1-oxo-1,2,3,4-tetrahydro-pyrazino[1,2-a]indole-8-carbonitrile (intermediate 15) (72.5 mg, 0.25 mmol) and commercially available 3-trifluoromethyl-phenylboronic acid (61.7 mg, 0.325 mmol). Reactants: FC=1C=C2C=CNC2=C(C1)Br (5-fluoro-7-bromoindole), [H-].[Na+] (sodium hydride), CI (methyl iodide). The solvent is CN(C)C=O (DMF), CN(C)C=O (DMF). Run at time 1 hour. Yields the product CN1C=CC2=CC(=CC(=C12)Br)F (1-Methyl-5-fluoro-7-bromoindole). As a reaction SMILES: [H-].[Na+].[F:3][C:4]1[CH:5]=[C:6]2[C:10](=[C:11]([Br:13])[CH:12]=1)[NH:9][CH:8]=[CH:7]2.[CH3:14]I>CN(C=O)C>[CH3:14][N:9]1[C:10]2[C:6](=[CH:5][C:4]([F:3])=[CH:12][C:11]=2[Br:13])[CH:7]=[CH:8]1 |f:0.1|. Reported procedure: To a suspension of sodium hydride (60%, 1.75 g, 43.8 mmol) in DMF (134 mL) was added a solution of 5-fluoro-7-bromoindole (7.8 g, 36.4 mmol) in DMF (10 mL). After 1 h at room temperature, the mixture was treated with methyl iodide (3.4 mL, 54.6 mmol) with cooling in an ice-water bath. The reaction mixture was allowed to warm up room temperature and stirred overnight. The reaction was quenched with water, extracted with ethyl acetate, and the organic layer was washed with water and brine, dried (... Solvent: C(C)O (ethanol). Isolated yield 92.1%. Reported procedure: A mixture of 495 mg (1.08 mmol) of 2-[[[3-(2-amino-2-oxoethyl)-2-ethyl-1-(phenylmethyl)-1H-indol-5-yl]oxy]methyl]benzoic acid methyl ester and 2 mL of 5N NaOH in 25 mL of ethanol was stirred for 17 hours, the mixture made acidic with 5N HCl and extracted with ethyl acetate. The ethyl acetate solution was washed with brine, dried (Na2SO4) and concentrated at reduced pressure. The residue was crystallized from methylene chloride/ether to give 440 mg (92% yield) of 2-[[[3-(2-amino-2-oxoethyl)-2-eth... Yields the product NC(CC1=C(N(C2=CC=C(C=C12)OCC1=C(C(=O)O)C=CC=C1)CC1=CC=CC=C1)CC)=O (2-[[[3-(2-amino-2-oxoethyl)-2-ethyl-1-(phenylmethyl)-1H-indol-5-yl]oxy]methyl]benzoic acid). RXN SMILES: C[O:2][C:3](=[O:34])[C:4]1[CH:9]=[CH:8][CH:7]=[CH:6][C:5]=1[CH2:10][O:11][C:12]1[CH:13]=[C:14]2[C:18](=[CH:19][CH:20]=1)[N:17]([CH2:21][C:22]1[CH:27]=[CH:26][CH:25]=[CH:24][CH:23]=1)[C:16]([CH2:28][CH3:29])=[C:15]2[CH2:30][C:31]([NH2:33])=[O:32].[OH-].[Na+].Cl>C(O)C>[NH2:33][C:31](=[O:32])[CH2:30][C:15]1[C:14]2[C:18](=[CH:19][CH:20]=[C:12]([O:11][CH2:10][C:5]3[CH:6]=[CH:7][CH:8]=[CH:9][C:4]=3[C:3]([OH:34])=[O:2])[CH:13]=2)[N:17]([CH2:21][C:22]2[CH:23]=[CH:24][CH:25]=[CH:26][CH:27]=2)[C:16]=1[CH2:28][CH3:29] |f:1.2|. Conditions: time 17 hour. Reactants: COC(C1=C(C=CC=C1)COC=1C=C2C(=C(N(C2=CC1)CC1=CC=CC=C1)CC)CC(=O)N)=O (2-[[[3-(2-amino-2-oxoethyl)-2-ethyl-1-(phenylmethyl)-1H-indol-5-yl]oxy]methyl]benzoic acid methyl ester), [OH-].[Na+] (NaOH), Cl (HCl). Starting materials: CCOC(=O)C (EtOAc), C(C)(C)(C)OC(=O)N1[C@H]([C@H](C[C@H]1CC)O)CC1=CC=CC=C1 ((2S,3S,5R)-2-benzyl-5-ethyl-3-hydroxy-pyrrolidine-1-carboxylic acid tert-butyl ester), CC(=O)OI1(C=2C=CC=CC2C(=O)O1)(OC(=O)C)OC(=O)C (Dess-Martin periodinane). The solvent is [Cl-].[Na+].O (brine), ClCCl (dichloromethane). Conditions: time 1.5 hour. The product is C(C)(C)(C)OC(=O)N1[C@H](C(C[C@H]1CC)=O)CC1=CC=CC=C1 ((2S,5R)-2-benzyl-5-ethyl-3-oxo-pyrrolidine-1-carboxylic acid tert-butyl ester). Yield: 71.2%. RXN SMILES: [C:1]([O:5][C:6]([N:8]1[C@H:12]([CH2:13][CH3:14])[CH2:11][C@H:10]([OH:15])[C@@H:9]1[CH2:16][C:17]1[CH:22]=[CH:21][CH:20]=[CH:19][CH:18]=1)=[O:7])([CH3:4])([CH3:3])[CH3:2].CC(OI1(OC(C)=O)(OC(C)=O)OC(=O)C2C=CC=CC1=2)=O.CCOC(C)=O>ClCCl.[Cl-].[Na+].O>[C:1]([O:5][C:6]([N:8]1[C@H:12]([CH2:13][CH3:14])[CH2:11][C:10](=[O:15])[C@@H:9]1[CH2:16][C:17]1[CH:18]=[CH:19][CH:20]=[CH:21][CH:22]=1)=[O:7])([CH3:2])([CH3:3])[CH3:4] |f:4.5.6|. Procedure details: To a solution of (2S,3S,5R)-2-benzyl-5-ethyl-3-hydroxy-pyrrolidine-1-carboxylic acid tert-butyl ester (0.138 mmol; 42 mg) in dichloromethane (1.4 mL) is added Dess-Martin periodinane (0.166 mmol; 70.4 mg) at 0° C. The mixture is stirred at the same temperature for 1.5 hours. To the mixture, brine and EtOAc are added. The organic layer is separated, washed with saturated aqueous Na2S2O3 solution, dried over Na2SO4, filtered, concentrated under reduced pressure. The residue is purified by column c... Product: CC(C)(C)n1nc(CC2CCCCC2)c(C(N)=O)c1N. Reaction SMILES: [C:5]([CH3:6])([CH3:7])([CH3:8])[n:9]1[n:10][c:11]([CH2:17][CH:18]2[CH2:19][CH2:20][CH2:21][CH2:22][CH2:23]2)[c:12]([C:15]#[N:16])[c:13]1[NH2:14].[CH2:24]([OH:25])[CH3:26].[K+:2].[OH-:1].[OH2:27].[OH:3][OH:4]>>[O:1]=[C:15]([c:12]1[c:11]([CH2:17][CH:18]2[CH2:19][CH2:20][CH2:21][CH2:22][CH2:23]2)[n:10][n:9]([C:5]([CH3:6])([CH3:7])[CH3:8])[c:13]1[NH2:14])[NH2:16]. The reactants are CC(C)(C)n1nc(CC2CCCCC2)c(C#N)c1N, CCO, [K+], [OH-], O, OO.